Dataset: the Open Reaction Database (ORD), a public repository of structured organic reaction records. Task: describe an organic reaction: reactants, conditions, products, and yield Product: C(CC=C)C1(CCN(CC1)C1=C(C(=CC=2N1C=C(N2)C(=O)OCC)C)C(C(=O)OC)=O)C (ethyl 5-(4-(but-3-en-1-yl)-4-methylpiperidin-1-yl)-6-(2-methoxy-2-oxoacetyl)-7-methylimidazo[1,2-a]pyridine-2-carboxylate). Reaction conditions: time 2 hour. Procedure: A solution of ethyl 5-chloro-6-(2-methoxy-2-oxoacetyl)-7-methylimidazo[1,2-a]pyridine-2-carboxylate (0.40 g, 1.23 mmol, 1 equiv), DIPEA (0.52 mL, 2.96 mmol, 2.4 equiv), and 4-(but-3-en-1-yl)-4-methylpiperidine, HCl (0.23 g, 1.23 mmol, 1 equiv). After 2 h, the reaction was added to saturated aqueous NaHCO3 and extracted with EtOAc (×3). The combined EtOAc extracts were dried (Na2SO4) and concentrated in vacuo. The crude product was purified by flash column chromatography (0-100% EtOAc/hex) to pro... Starting materials: ClC1=C(C(=CC=2N1C=C(N2)C(=O)OCC)C)C(C(=O)OC)=O (ethyl 5-chloro-6-(2-methoxy-2-oxoacetyl)-7-methylimidazo[1,2-a]pyridine-2-carboxylate), C(=O)(O)[O-].[Na+] (NaHCO3), CCN(C(C)C)C(C)C (DIPEA), 4-(but-3-en-1-yl)-4-methylpiperidine, HCl. RXN SMILES: Cl[C:2]1[N:7]2[CH:8]=[C:9]([C:11]([O:13][CH2:14][CH3:15])=[O:12])[N:10]=[C:6]2[CH:5]=[C:4]([CH3:16])[C:3]=1[C:17](=[O:22])[C:18]([O:20][CH3:21])=[O:19].CC[N:25]([CH:29]([CH3:31])C)[CH:26]([CH3:28])C.C([O-])(O)=O.[Na+]>>[CH2:4]([C:5]1([CH3:6])[CH2:28][CH2:26][N:25]([C:2]2[N:7]3[CH:8]=[C:9]([C:11]([O:13][CH2:14][CH3:15])=[O:12])[N:10]=[C:6]3[CH:5]=[C:4]([CH3:16])[C:3]=2[C:17](=[O:22])[C:18]([O:20][CH3:21])=[O:19])[CH2:29][CH2:31]1)[CH2:3][CH:17]=[CH2:18] |f:2.3|. The reactants are C(C)(C)(C)OC(=O)N1CC=2N(C3=CC=CC(=C13)F)C=NC2C2=NOC(=N2)C2CC2 (5-(tert-butyloxycarbonyl)-3-(5-cyclopropyl-1,2,4-oxadiazol-3-yl)-6-fluoro-4,5-dihydroimidazo[1,5-a]quinoxaline), ( g ). The solvent is CO (methanol). Run at time 8 hour. The product is C1(CC1)C1=NC(=NO1)C=1N=CN2C1CNC1=C(C=CC=C21)F (3-(5-Cyclopropyl-1,2,4-oxadiazol-3-yl)-6-fiuoro-4,5-dihydroimidazo[1,5-a]quinoxaline). RXN SMILES: C(OC([N:8]1[C:17]2[C:12](=[CH:13][CH:14]=[CH:15][C:16]=2[F:18])[N:11]2[CH:19]=[N:20][C:21]([C:22]3[N:26]=[C:25]([CH:27]4[CH2:29][CH2:28]4)[O:24][N:23]=3)=[C:10]2[CH2:9]1)=O)(C)(C)C>CO>[CH:27]1([C:25]2[O:24][N:23]=[C:22]([C:21]3[N:20]=[CH:19][N:11]4[C:12]5[C:17](=[C:16]([F:18])[CH:15]=[CH:14][CH:13]=5)[NH:8][CH2:9][C:10]=34)[N:26]=2)[CH2:29][CH2:28]1. Reported procedure: A mixture of 5-(tert-butyloxycarbonyl)-3-(5-cyclopropyl-1,2,4-oxadiazol-3-yl)-6-fluoro-4,5-dihydroimidazo[1,5-a]quinoxaline (I, EXAMPLE 51, 3.39 g) and 50 ml of methanol saturated with HCI(g) is stirred at 20°-25° overnight. The solvent is then removed under reduced pressure and the residue is partitioned between dichloromethane and aqueous sodium bicarbonate. The organic phase is separated and dried over sodium sulfate and taken to dryness to give the title compound, NMR (CDCl3) 1.23, 1.35, 2.2... Starting materials: COC(CC1=C(C=CC(=C1)O)NC1=C(C=CC=C1Cl)Cl)=O (2-[(2,6-dichlorophenyl)amino]-5-hydroxy benzene acetic acid methyl ester), C([O-])([O-])=O.[K+].[K+] (potassium carbonate), O(C1=CC=CC=C1)C=1C=C(CCl)C=CC1 (3-phenoxybenzylchloride). Reagents/catalysts: [I-].C(CCC)[N+](CCCC)(CCCC)CCCC (tetrabutylammonium iodide). Run in C(C)#N (acetonitrile). Conditions: time 30 minute. The product is COC(CC1=C(C=CC(=C1)CC1=CC(=CC=C1)OC1=CC=CC=C1)NC1=C(C=CC=C1Cl)Cl)=O (2-[(2,6-Dichlorophenyl)amino]-5-(3-phenoxybenzyl)benzene acetic acid methyl ester). Isolated yield 74.9%. Reaction SMILES: [CH3:1][O:2][C:3](=[O:21])[CH2:4][C:5]1[CH:10]=[C:9](O)[CH:8]=[CH:7][C:6]=1[NH:12][C:13]1[C:18]([Cl:19])=[CH:17][CH:16]=[CH:15][C:14]=1[Cl:20].C(=O)([O-])[O-].[K+].[K+].[O:28]([C:35]1[CH:36]=[C:37]([CH:40]=[CH:41][CH:42]=1)[CH2:38]Cl)[C:29]1[CH:34]=[CH:33][CH:32]=[CH:31][CH:30]=1>[I-].C([N+](CCCC)(CCCC)CCCC)CCC.C(#N)C>[CH3:1][O:2][C:3](=[O:21])[CH2:4][C:5]1[CH:10]=[C:9]([CH2:38][C:37]2[CH:40]=[CH:41][CH:42]=[C:35]([O:28][C:29]3[CH:34]=[CH:33][CH:32]=[CH:31][CH:30]=3)[CH:36]=2)[CH:8]=[CH:7][C:6]=1[NH:12][C:13]1[C:18]([Cl:19])=[CH:17][CH:16]=[CH:15][C:14]=1[Cl:20] |f:1.2.3,5.6|. Procedure: A mixture of 2-[(2,6-dichlorophenyl)amino]-5-hydroxy benzene acetic acid methyl ester (2.5 g, 7.67 mmol) of Example 2F, powdered anhydrous potassium carbonate (0.55 g, 4 mmol), tetrabutylammonium iodide (0.050 g) and dry acetonitrile (50 mL) is stirred at room temperature under nitrogen for 30 min. To the slurry is then added 3-phenoxybenzylchloride (2 g, 9.17 mmol) and the mixture is placed in an oil bath maintained at 65°-70° C. overnight. The solvent is removed and the residue partitioned bet... Starting materials: ClC1=CC=C(C(=O)C2=CC=C(C=C2)Cl)C=C1 (4,4'-dichlorobenzophenone), NC=1C=C(C=CC1)O (m-aminophenol). Product: NC=1C=C(OC2=CC=C(C(=O)C3=CC=C(C=C3)OC3=CC(=CC=C3)N)C=C2)C=CC1 (4,4'-bis(m-aminophenoxy)benzophenone), product. The yield is 26.0%. RXN SMILES: Cl[C:2]1[CH:16]=[CH:15][C:5]([C:6]([C:8]2[CH:13]=[CH:12][C:11](Cl)=[CH:10][CH:9]=2)=[O:7])=[CH:4][CH:3]=1.[NH2:17][C:18]1[CH:19]=[C:20]([OH:24])[CH:21]=[CH:22][CH:23]=1>>[NH2:17][C:18]1[CH:19]=[C:20]([CH:21]=[CH:22][CH:23]=1)[O:24][C:2]1[CH:16]=[CH:15][C:5]([C:6]([C:8]2[CH:13]=[CH:12][C:11]([O:24][C:20]3[CH:21]=[CH:22][CH:23]=[C:18]([NH2:17])[CH:19]=3)=[CH:10][CH:9]=2)=[O:7])=[CH:4][CH:3]=1. Procedure details: 4,4'-bis(m-aminophenoxy)benzophenone was prepared in accordance with the method of Example 1 employing 4,4'-dichlorobenzophenone and m-aminophenol as the starting materials. 26% yield of product having a melting point of about 138°-140° C. was obtained. Product: C(C=C)N=CC1=CC=NC=C1 (Pyridine-4-carboxaldehyde (2-propenyl)imine). Procedure details: Pyridine-4-carboxaldehyde and 2-propenyl amine were reacted by the procedure of example 1(c) to afford the title compound as a yellow oil. Starting materials: N1=CC=C(C=C1)C=O (Pyridine-4-carboxaldehyde), C(C=C)N (2-propenyl amine). As a reaction SMILES: [N:1]1[CH:6]=[CH:5][C:4]([CH:7]=O)=[CH:3][CH:2]=1.[CH2:9]([NH2:12])[CH:10]=[CH2:11]>>[CH2:9]([N:12]=[CH:7][C:4]1[CH:5]=[CH:6][N:1]=[CH:2][CH:3]=1)[CH:10]=[CH2:11]. The reactants are [H-].[Na+] (Sodium hydride), C(C)OC(C(CC=1NC2=CC=C(C=C2C1SC(C)(C)C)OCC1=NC=CC=C1)(C)C)=O (3-[3-tert-Butylsulfanyl-5-(pyridin-2-ylmethoxy)-1H-indol-2-yl]-2,2-dimethyl-propionic acid ethyl ester), COC1=CC=C(C=N1)C1=CC=C(COS(=O)(=O)C)C=C1 (methanesulfonic acid 4-(6-methoxy-pyridin-3-yl)-benzyl ester). Run in CN(C)C=O (DMF), CN(C)C=O (DMF). Run at temperature -10 celsius, time 45 minute. Product: C(C)OC(C(CC=1N(C2=CC=C(C=C2C1SC(C)(C)C)OCC1=NC=CC=C1)CC1=CC=C(C=C1)C=1C=NC(=CC1)OC)(C)C)=O (3-[3-tert-Butylsulfanyl-1-[4-(6-methoxy-pyridin-3-yl)-benzyl]-5-(pyridin-2-ylmethoxy)-1H-indol-2-yl]-2,2-dimethyl-propionic acid ethyl ester). As a reaction SMILES: [CH2:1]([O:3][C:4](=[O:31])[C:5]([CH3:30])([CH3:29])[CH2:6][C:7]1[NH:8][C:9]2[C:14]([C:15]=1[S:16][C:17]([CH3:20])([CH3:19])[CH3:18])=[CH:13][C:12]([O:21][CH2:22][C:23]1[CH:28]=[CH:27][CH:26]=[CH:25][N:24]=1)=[CH:11][CH:10]=2)[CH3:2].[H-].[Na+].[CH3:34][O:35][C:36]1[N:41]=[CH:40][C:39]([C:42]2[CH:53]=[CH:52][C:45]([CH2:46]OS(C)(=O)=O)=[CH:44][CH:43]=2)=[CH:38][CH:37]=1>CN(C=O)C>[CH2:1]([O:3][C:4](=[O:31])[C:5]([CH3:30])([CH3:29])[CH2:6][C:7]1[N:8]([CH2:46][C:45]2[CH:44]=[CH:43][C:42]([C:39]3[CH:40]=[N:41][C:36]([O:35][CH3:34])=[CH:37][CH:38]=3)=[CH:53][CH:52]=2)[C:9]2[C:14]([C:15]=1[S:16][C:17]([CH3:20])([CH3:19])[CH3:18])=[CH:13][C:12]([O:21][CH2:22][C:23]1[CH:28]=[CH:27][CH:26]=[CH:25][N:24]=1)=[CH:11][CH:10]=2)[CH3:2] |f:1.2|. Reported procedure: 3-[3-tert-Butylsulfanyl-5-(pyridin-2-ylmethoxy)-1H-indol-2-yl]-2,2-dimethyl-propionic acid ethyl ester (A-4; 20.0 g, 45.4 mmol) was dissolved in DMF (150 mL) and cooled to −10° C. under N2. Sodium hydride (60% dispersion in mineral oil, 2.0 g, 50.0 mmol) was added portionwise, and the reaction was stirred at −10° C. for 45 minutes until the foam had disappeared. To this dark brown-reddish solution was added methanesulfonic acid 4-(6-methoxy-pyridin-3-yl)-benzyl ester (Int-72; 16.0 g, 54.5 mmol) ...